This data is from the Open Reaction Database (ORD), a public repository of structured organic reaction records. The task is: describe an organic reaction: reactants, conditions, products, and yield Reactants: FC=1C=C2N[C@H](C(NC2=CC1)=O)C ((3S)-6-Fluoro-3-methyl-3,4-dihydroquinoxalin-2(1H)-one), C(OC1=CC=C(C=C1)S(=O)(=O)N1[C@H](C(NC2=CC=C(C=C12)F)=O)CC)([O-])=O (4-{[(2S)-2-ethyl-7-fluoro-3-oxo-3,4-dihydroquinoxalin-1(2H)-yl]sulfonyl}phenyl carbonate). Product: C(OCC)(OC1=CC=C(C=C1)S(=O)(=O)N1[C@H](C(NC2=CC=C(C=C12)F)=O)C)=O (ethyl 4-{[(2S)-7-fluoro-2-methyl-3-oxo-3,4-dihydroquinoxalin-1(2H)-yl]sulfonyl}phenyl carbonate). Procedure: (3S)-6-Fluoro-3-methyl-3,4-dihydroquinoxalin-2(1H)-one was treated according to the procedure for the preparation of 4-{[(2S)-2-ethyl-7-fluoro-3-oxo-3,4-dihydroquinoxalin-1(2H)-yl]sulfonyl}phenyl carbonate (see Example 20) to yield ethyl 4-{[(2S)-7-fluoro-2-methyl-3-oxo-3,4-dihydroquinoxalin-1(2H)-yl]sulfonyl}phenyl carbonate. MS (ESI) m/z 409 ([M+H]+); MS (ESI) m/z 407 ([M−H]−); As a reaction SMILES: F[C:2]1C=C2C(=C[CH:11]=1)NC(=O)[C@H](C)N2.[C:14](=[O:40])([O-:39])[O:15][C:16]1[CH:21]=[CH:20][C:19]([S:22]([N:25]2[C:34]3[C:29](=[CH:30][CH:31]=[C:32]([F:35])[CH:33]=3)[NH:28][C:27](=[O:36])[C@@H:26]2[CH2:37]C)(=[O:24])=[O:23])=[CH:18][CH:17]=1>>[C:14](=[O:40])([O:15][C:16]1[CH:21]=[CH:20][C:19]([S:22]([N:25]2[C:34]3[C:29](=[CH:30][CH:31]=[C:32]([F:35])[CH:33]=3)[NH:28][C:27](=[O:36])[C@@H:26]2[CH3:37])(=[O:24])=[O:23])=[CH:18][CH:17]=1)[O:39][CH2:2][CH3:11]. As a reaction SMILES: [C:1](=[O:2])([O-:3])[O-:4].[CH2:7]([CH3:8])[O:9][CH2:10][O:11][c:12]1[c:13]([OH:23])[cH:14][cH:15][c:16]([O:18][CH2:19][O:20][CH2:21][CH3:22])[cH:17]1.[CH3:28][N:29]([CH3:30])[CH:31]=[O:32].[I:24][CH:25]([CH3:26])[CH3:27].[K+:5].[K+:6]>>[CH2:7]([CH3:8])[O:9][CH2:10][O:11][c:12]1[c:13]([O:23][CH:25]([CH3:26])[CH3:27])[cH:14][cH:15][c:16]([O:18][CH2:19][O:20][CH2:21][CH3:22])[cH:17]1. Starting materials: O=C([O-])[O-], CCOCOc1ccc(O)c(OCOCC)c1, CN(C)C=O, CC(C)I, [K+], [K+]. Product: CCOCOc1ccc(OC(C)C)c(OCOCC)c1. Reactants: C(F)(F)(F)C(F)(F)C(F)(F)C(F)(F)OCC(F)(F)C(=O)F (CF3CF2CF2CF2OCH2CF2COF), S(O)(O)(=O)=O (sulfuric acid). Yields the product C(F)(F)(F)C(F)(F)C(F)(F)C(F)(F)OCC(F)(F)C(=O)O (CF3CF2CF2CF2OCH2CF2COOH). Reaction SMILES: [C:1]([C:5]([C:8]([C:11]([O:14][CH2:15][C:16]([C:19](F)=[O:20])([F:18])[F:17])([F:13])[F:12])([F:10])[F:9])([F:7])[F:6])([F:4])([F:3])[F:2].S(=O)(=O)(O)[OH:23]>>[C:1]([C:5]([C:8]([C:11]([O:14][CH2:15][C:16]([C:19]([OH:23])=[O:20])([F:17])[F:18])([F:13])[F:12])([F:9])[F:10])([F:6])[F:7])([F:3])([F:2])[F:4]. Procedure details: A 28-g portion of the CF3CF2CF2CF2OCH2CF2COF obtained was hydrolyzed by gradually pouring the same into dilute sulfuric acid with stirring. The product was washed several times with dilute sulfuric acid and distilled under reduced pressure to give 25.7 g of pure CF3CF2CF2CF2OCH2CF2COOH. The CF3CF2CF2CF2OCH2CF2COOH obtained had a boiling point of 75.5° C. at a pressure of 1.3×103 Pa. A 3.0-g portion of the CF3CF2CF2CF2OCH2CF2COOH obtained was neutralized with an aqueous solution of sodium hydroxi... Reactants: C(C)(C)(C)C=1C=C(C=C(C1O)C(C)(C)C)CCC1C(NC(N1)=O)=O (5-(3',5' -di-tert-butyl-4'-hydroxyphenylethyl)hydantoin), N1CCOCC1 (morpholine), C=O (formaldehyde), O1CCN(CC1)CN1C(NC(C1=O)CCC1=CC(=C(C(=C1)C(C)(C)C)O)C(C)(C)C)=O (3-N-morpholinomethyl-5-(3',5' -di-tert-butyl-4'-hydroxyphenylethyl)hydantoin), BrCCCCCC (1-bromohexane). Yields the product C(C)(C)(C)C=1C=C(C=C(C1O)C(C)(C)C)CCC1C(NC(N1CCCCCC)=O)=O (5-(3',5' -di-tert-butyl-4'-hydroxyphenylethyl)-1-n-hexylhydantoin). As a reaction SMILES: [C:1]([C:5]1[CH:6]=[C:7]([CH2:16][CH2:17][CH:18]2[NH:22][C:21](=[O:23])[NH:20][C:19]2=[O:24])[CH:8]=[C:9]([C:12]([CH3:15])([CH3:14])[CH3:13])[C:10]=1[OH:11])([CH3:4])([CH3:3])[CH3:2].N1CCOCC1.C=O.O1CCN(CN2[C:44](=O)[CH:43]([CH2:46][CH2:47][C:48]3C=C(C(C)(C)C)C(O)=C(C(C)(C)C)[CH:49]=3)NC2=O)CC1.BrCCCCCC>>[C:12]([C:9]1[CH:8]=[C:7]([CH2:16][CH2:17][CH:18]2[N:22]([CH2:44][CH2:43][CH2:46][CH2:47][CH2:48][CH3:49])[C:21](=[O:23])[NH:20][C:19]2=[O:24])[CH:6]=[C:5]([C:1]([CH3:2])([CH3:3])[CH3:4])[C:10]=1[OH:11])([CH3:15])([CH3:14])[CH3:13]. Reported procedure: 5-(3',5' -di-tert-butyl-4'-hydroxyphenylethyl)hydantoin is treated with morpholine and formaldehyde according to the procedure of O. O Orazi and R. A. Corral, Tetrahedron, 15, 93 (1961) to prepare the corresponding 3-N-morpholinomethyl-5-(3',5' -di-tert-butyl-4'-hydroxyphenylethyl)hydantoin. This material is then alkylated in the 1-position with 1-bromohexane as described in Example 25. The morpholinomethyl group is removed by subsequent hydrolysis according to the procedure of O. O. Orazi and R... Reactants: C(C)(C)(C)C1=CN=C(S1)N (5-tert-butylthiazol-2-amine), BrCC1CCC1 ((bromomethyl)cyclobutane), C(Cl)Cl (CH2Cl2), CO (MeOH). Conditions: time 18 hour. Yields the product [NH4+].[OH-] (NH4OH), C(C)(C)(C)C1=CN(C(S1)=N)CC1CCC1 (5-tert-butyl-3-(cyclobutylmethyl)thiazol-2(3H)-imine). Yield: 80.0%. Reaction SMILES: [C:1]([C:5]1[S:9][C:8]([NH2:10])=[N:7][CH:6]=1)([CH3:4])([CH3:3])[CH3:2].Br[CH2:12][CH:13]1[CH2:16][CH2:15][CH2:14]1.C(Cl)Cl.C[OH:21]>>[NH4+:7].[OH-:21].[C:1]([C:5]1[S:9][C:8](=[NH:10])[N:7]([CH2:12][CH:13]2[CH2:16][CH2:15][CH2:14]2)[CH:6]=1)([CH3:4])([CH3:3])[CH3:2] |f:4.5|. Reported procedure: A mixture of Example 74A (1.56 g, 10 mmol) and (bromomethyl)cyclobutane (1.1 mL, 10 mmol) was warmed to 85° C. and was allowed to stir for 18 h. The mixture was cooled to ambient temperature and the crude material was purified via column chromatography (SiO2, 10% MeOH in EtOAc then 9:1:0.1 CH2Cl2: MeOH:NH4OH) to provide the title compound (1.8 g, 80% yield). MS, DCI, m/z 225 (M+H)+. The reactants are BrC=1C=C(C=CC1)B(O)O (3-bromophenylboronic acid), CC(C)(CO)CO (neopentylglycol). Yields the product BrC=1C=C(C=CC1)B1OCC(CO1)(C)C (2-(3-Bromophenyl)-5,5-dimethyl-[1,3,2]dioxaborinane). Isolated yield 86.0%. As a reaction SMILES: [Br:1][C:2]1[CH:3]=[C:4]([B:8]([OH:10])[OH:9])[CH:5]=[CH:6][CH:7]=1.[CH3:11][C:12]([CH2:16]O)([CH2:14]O)[CH3:13]>>[Br:1][C:2]1[CH:3]=[C:4]([B:8]2[O:10][CH2:13][C:12]([CH3:16])([CH3:14])[CH2:11][O:9]2)[CH:5]=[CH:6][CH:7]=1. Procedure: The title compound (86%, crystals) was prepared from 3-bromophenylboronic acid and neopentylglycol.